Dataset: the Open Reaction Database (ORD), a public repository of structured organic reaction records. Task: describe an organic reaction: reactants, conditions, products, and yield Reactants: C1(=CC=CC=C1)C1=CC(=C(C=C1)N)C1=CC=CC=C1 ([1,1′:3′,1″-terphenyl]-4′-amine), IC1=CC=C(C=C1)C1=CC=CC=C1 (4-iodobiphenyl), CC(C)([O-])C.[Na+] (sodium tert-butoxide), C1(CCCCC1)P(C1=C(C=CC=C1)C1=C(C=CC=C1OC)OC)C1CCCCC1 (2-dicyclohexylphosphino-2′,6′-dimethoxybiphenyl). The reagents and catalysts are C=1C=CC(=CC1)/C=C/C(=O)/C=C/C2=CC=CC=C2.C=1C=CC(=CC1)/C=C/C(=O)/C=C/C2=CC=CC=C2.C=1C=CC(=CC1)/C=C/C(=O)/C=C/C2=CC=CC=C2.[Pd].[Pd] (Pd2(dba)3). The product is C1(=CC=C(C=C1)NC1=C(C=C(C=C1)C1=CC=CC=C1)C1=CC=CC=C1)C1=CC=CC=C1 (N-([1,1′-biphenyl]-4-yl)-[1,1′:3′,1″-terphenyl]-4′-amine). Isolated yield 840.5%. RXN SMILES: C1(P(C2CCCCC2)[C:8]2[CH:13]=[CH:12][CH:11]=[CH:10][C:9]=2[C:14]2[C:19](OC)=[CH:18][CH:17]=[CH:16][C:15]=2OC)CCCCC1.[C:30]1([C:36]2[CH:41]=[CH:40][C:39]([NH2:42])=[C:38]([C:43]3[CH:48]=[CH:47][CH:46]=[CH:45][CH:44]=3)[CH:37]=2)[CH:35]=[CH:34][CH:33]=[CH:32][CH:31]=1.IC1C=CC(C2C=CC=CC=2)=CC=1.CC(C)([O-])C.[Na+]>C1C=CC(/C=C/C(/C=C/C2C=CC=CC=2)=O)=CC=1.C1C=CC(/C=C/C(/C=C/C2C=CC=CC=2)=O)=CC=1.C1C=CC(/C=C/C(/C=C/C2C=CC=CC=2)=O)=CC=1.[Pd].[Pd]>[C:14]1([C:9]2[CH:8]=[CH:13][CH:12]=[CH:11][CH:10]=2)[CH:15]=[CH:16][C:17]([NH:42][C:39]2[CH:40]=[CH:41][C:36]([C:30]3[CH:35]=[CH:34][CH:33]=[CH:32][CH:31]=3)=[CH:37][C:38]=2[C:43]2[CH:44]=[CH:45][CH:46]=[CH:47][CH:48]=2)=[CH:18][CH:19]=1 |f:3.4,5.6.7.8.9|. Procedure details: Xylene (250 mL) was bubbled with nitrogen for 15 min, followed by addition of 2-dicyclohexylphosphino-2′,6′-dimethoxybiphenyl (1.8 g, 4.4 mmol) and Pd2(dba)3 (1.0 g, 1.1 mmol). The mixture was bubbled with nitrogen for 15 min, then [1,1′:3′,1″-terphenyl]-4′-amine (9.8 g, 40.0 mmol), 4-iodobiphenyl (10.3 g, 36.7 mmol), sodium tert-butoxide (7.0 g, 73.4 mmol) were added. The mixture was bubbled with nitrogen for 15 min and refluxed for 13 h. After cooling, the reaction mixture was filtered through...